From a dataset of the Open Reaction Database (ORD), a public repository of structured organic reaction records. describe an organic reaction: reactants, conditions, products, and yield The reactants are COCCCn1c(C2CCCN(C(=O)CC(Cc3ccc(Br)cc3)NC(=O)OC(C)(C)C)C2)nc2cccc(Cl)c21, O=C([O-])[O-], [Na+], [Na+], C1COCCO1, O, OB(O)c1ccccc1. The product is COCCCn1c(C2CCCN(C(=O)CC(Cc3ccc(-c4ccccc4)cc3)NC(=O)OC(C)(C)C)C2)nc2cccc(Cl)c21. RXN SMILES: [Br:1][c:2]1[cH:3][cH:4][c:5]([CH2:8][CH:9]([CH2:10][C:11](=[O:12])[N:13]2[CH2:14][CH:15]([c:19]3[n:20][c:21]4[c:22]([n:23]3[CH2:24][CH2:25][CH2:26][O:27][CH3:28])[c:29]([Cl:33])[cH:30][cH:31][cH:32]4)[CH2:16][CH2:17][CH2:18]2)[NH:34][C:35]([O:36][C:37]([CH3:38])([CH3:39])[CH3:40])=[O:41])[cH:6][cH:7]1.[C:57](=[O:58])([O-:59])[O-:60].[Na+:61].[Na+:62].[O:51]1[CH2:52][CH2:53][O:54][CH2:55][CH2:56]1.[OH2:63].[OH:42][B:43]([OH:44])[c:45]1[cH:46][cH:47][cH:48][cH:49][cH:50]1>>[c:2]1(-[c:45]2[cH:46][cH:47][cH:48][cH:49][cH:50]2)[cH:3][cH:4][c:5]([CH2:8][CH:9]([CH2:10][C:11](=[O:12])[N:13]2[CH2:14][CH:15]([c:19]3[n:20][c:21]4[c:22]([n:23]3[CH2:24][CH2:25][CH2:26][O:27][CH3:28])[c:29]([Cl:33])[cH:30][cH:31][cH:32]4)[CH2:16][CH2:17][CH2:18]2)[NH:34][C:35]([O:36][C:37]([CH3:38])([CH3:39])[CH3:40])=[O:41])[cH:6][cH:7]1. The reactants are C(C)=C1C2=C(C=CC3=C1C=CC=C3)C=CC=C2 (5-ethylidene-5H-dibenzo[a,d]cycloheptene), BrN1C(CCC1=O)=O (N-bromosuccinimide), C(C1=CC=CC=C1)(=O)OOC(C1=CC=CC=C1)=O (benzoyl peroxide). Run in C(Cl)(Cl)(Cl)Cl (carbon tetrachloride). The product is BrCC=C1C2=C(C=CC3=C1C=CC=C3)C=CC=C2 (5-(2-bromoethylidene)-5H-dibenzo[a,d]cycloheptene). Reaction SMILES: [CH:1](=[C:3]1[C:9]2[CH:10]=[CH:11][CH:12]=[CH:13][C:8]=2[CH:7]=[CH:6][C:5]2[CH:14]=[CH:15][CH:16]=[CH:17][C:4]1=2)[CH3:2].[Br:18]N1C(=O)CCC1=O.C(OOC(=O)C1C=CC=CC=1)(=O)C1C=CC=CC=1>C(Cl)(Cl)(Cl)Cl>[Br:18][CH2:2][CH:1]=[C:3]1[C:4]2[CH:17]=[CH:16][CH:15]=[CH:14][C:5]=2[CH:6]=[CH:7][C:8]2[CH:13]=[CH:12][CH:11]=[CH:10][C:9]1=2. Procedure details: A mixture of 5-ethylidene-5H-dibenzo[a,d]cycloheptene (10.9 g., 0.05 mole), N-bromosuccinimide (8.9 g., 0.05 mole), benzoyl peroxide (15 mg.) and 150 ml. of carbon tetrachloride is stirred and heated to refluxing on the steam-bath for 4 hours. After cooling, the succinimide is separated by filtration and washed with carbon tetrachloride. The combined filtrate and washings are evaporated to dryness under reduced pressure. Crystallization of the residual solid from petroleum ether gave 5-(2-bromoe... The reactants are CCOC(=O)c1cc2cc(NS(=O)(=O)c3cc(Cl)cc(Cl)c3)ccc2[nH]1, Cl, [Na+], C1CCOC1, [OH-], O. Yields the product O=C(O)c1cc2cc(NS(=O)(=O)c3cc(Cl)cc(Cl)c3)ccc2[nH]1. RXN SMILES: [Cl:1][c:2]1[cH:3][c:4]([S:9](=[O:10])(=[O:11])[NH:12][c:13]2[cH:14][c:15]3[cH:16][c:17]([C:22](=[O:23])[O:24][CH2:25][CH3:26])[nH:18][c:19]3[cH:20][cH:21]2)[cH:5][c:6]([Cl:8])[cH:7]1.[ClH:35].[Na+:28].[O:29]1[CH2:30][CH2:31][CH2:32][CH2:33]1.[OH-:27].[OH2:34]>>[Cl:1][c:2]1[cH:3][c:4]([S:9](=[O:10])(=[O:11])[NH:12][c:13]2[cH:14][c:15]3[cH:16][c:17]([C:22](=[O:23])[OH:24])[nH:18][c:19]3[cH:20][cH:21]2)[cH:5][c:6]([Cl:8])[cH:7]1. The reactants are ClC1=CC(=C(C=C1)NC)SC1=C(C=CC=C1)Cl (1-chloro-4-methylamino-3-(2-chloro-phenylsulfanyl)-benzene), FC(C=1C=C(C=C(C1)C(F)(F)F)C(C(=O)O)C)(F)F (2-(3,5-bis-trifluoromethyl-phenyl)-propionic acid), C1(CCCCC1)N=C=NC1CCCCC1 (Dicyclohexyl carbodiimide). Solvent: ClCCCl (1,2-dichloroethane). Conditions: temperature 80 celsius, time 1 hour. Product: FC(C=1C=C(C=C(C1)C(F)(F)F)C(C(=O)N(C)C1=C(C=C(C=C1)Cl)SC1=C(C=CC=C1)Cl)C)(F)F ((RS)-2-(3,5-Bis-trifluoromethyl-phenyl)-N-[4-chloro-2-(2-chloro-phenylsulfanyl)-phenyl]-N-methyl-propionamide). The yield is 20.3%. Reaction SMILES: [Cl:1][C:2]1[CH:7]=[CH:6][C:5]([NH:8][CH3:9])=[C:4]([S:10][C:11]2[CH:16]=[CH:15][CH:14]=[CH:13][C:12]=2[Cl:17])[CH:3]=1.[F:18][C:19]([F:36])([F:35])[C:20]1[CH:21]=[C:22]([CH:30]([CH3:34])[C:31]([OH:33])=O)[CH:23]=[C:24]([C:26]([F:29])([F:28])[F:27])[CH:25]=1.C1(N=C=NC2CCCCC2)CCCCC1>ClCCCl>[F:27][C:26]([F:29])([F:28])[C:24]1[CH:23]=[C:22]([CH:30]([CH3:34])[C:31]([N:8]([C:5]2[CH:6]=[CH:7][C:2]([Cl:1])=[CH:3][C:4]=2[S:10][C:11]2[CH:16]=[CH:15][CH:14]=[CH:13][C:12]=2[Cl:17])[CH3:9])=[O:33])[CH:21]=[C:20]([C:19]([F:18])([F:35])[F:36])[CH:25]=1. Procedure details: To a solution of 142 mg (0.5 mmol) of 1-chloro-4-methylamino-3-(2-chloro-phenylsulfanyl)-benzene in 2 ml of 1,2-dichloroethane were added 172 mg (0.6 mmol) of 2-(3,5-bis-trifluoromethyl-phenyl)-propionic acid and the reaction mixture was shaken at 80° C. for 1 h. Dicyclohexyl carbodiimide (97 mg, 0.6 mmol) was added and shaking was continued overnight at the same temperature. The solvent was evaporated and the residue obtained was purified by column chromatography on silica gel to yield 56 mg (2...